This data is from the Open Reaction Database (ORD), a public repository of structured organic reaction records. The task is: describe an organic reaction: reactants, conditions, products, and yield The reactants are CN(C=1SC=C(C1C(C1=CC=CC=C1)=O)C)C(C)=O (N-methyl-2-acetylamino-3-benzoyl-4-methylthiophene), [OH-].[K+] (potassium hydroxide). Run in C(C)O (ethanol), O (water). Conditions: temperature 95 celsius. Yields the product CNC=1SC=C(C1C(C1=CC=CC=C1)=O)C (2-methylamino-3-benzoyl-4-methylthiophene). Reaction SMILES: [CH3:1][N:2](C(=O)C)[C:3]1[S:4][CH:5]=[C:6]([CH3:16])[C:7]=1[C:8](=[O:15])[C:9]1[CH:14]=[CH:13][CH:12]=[CH:11][CH:10]=1.[OH-].[K+]>C(O)C.O>[CH3:1][NH:2][C:3]1[S:4][CH:5]=[C:6]([CH3:16])[C:7]=1[C:8](=[O:15])[C:9]1[CH:10]=[CH:11][CH:12]=[CH:13][CH:14]=1 |f:1.2|. Procedure details: To a solution of 400 mg of N-methyl-2-acetylamino-3-benzoyl-4-methylthiophene in 8 ml of ethanol, is added 0.11 g of potassium hydroxide in 2.9 ml of water. The mixture is heated at 95°C for 30 minutes, evaporated under reduced pressure to a residue. Water is added to the residue and the resulting mixture is extracted with dichloromethane. The dichloromethane extracts are washed with water, dried over sodium sulfate and then evaporated under reduced pressure to give crystals, which are recrystal... The reactants are C1CN2CCN1CC2, COC(=O)c1cnc(Cl)cc1Cl, CC(c1ccc(O)cc1Cl)C(O)(c1ccc2c(c1)N(C)C(=O)CO2)C(F)(F)F. The product is COC(=O)c1cnc(Oc2ccc(C(C)C(O)(c3ccc4c(c3)N(C)C(=O)CO4)C(F)(F)F)c(Cl)c2)cc1Cl. RXN SMILES: [CH2:41]1[N:42]2[CH2:43][CH2:44][N:45]([CH2:46][CH2:47]2)[CH2:48]1.[CH3:29][O:30][C:31]([c:32]1[cH:33][n:34][c:35]([Cl:39])[cH:36][c:37]1[Cl:38])=[O:40].[Cl:1][c:2]1[c:3]([CH:9]([C:10]([C:11]([F:12])([F:13])[F:14])([OH:15])[c:16]2[cH:17][cH:18][c:19]3[c:20]([cH:27]2)[N:21]([CH3:26])[C:22](=[O:25])[CH2:23][O:24]3)[CH3:28])[cH:4][cH:5][c:6]([OH:8])[cH:7]1>>[Cl:1][c:2]1[c:3]([CH:9]([C:10]([C:11]([F:12])([F:13])[F:14])([OH:15])[c:16]2[cH:17][cH:18][c:19]3[c:20]([cH:27]2)[N:21]([CH3:26])[C:22](=[O:25])[CH2:23][O:24]3)[CH3:28])[cH:4][cH:5][c:6]([O:8][c:35]2[n:34][cH:33][c:32]([C:31]([O:30][CH3:29])=[O:40])[c:37]([Cl:38])[cH:36]2)[cH:7]1. Reactants: BrC1=CC(=C(C=C1)C)F (4-bromo-2-fluorotoluene), CN(C=O)C (dimethylformamide), S([O-])(O)(=O)=O.[K+] (potassium bisulfate), C(C)(C)(C)[Li] (tert-Butyllithium), solution. Solvent: O1CCCC1 (tetrahydrofuran), O1CCCC1 (tetrahydrofuran), C1(=CC=CC=C1)C (toluene). Conditions: time 15 minute. Product: FC=1C=C(C=O)C=CC1C (3-Fluoro-4-methylbenzaldehyde). Isolated yield 91.9%. Reaction SMILES: C([Li])(C)(C)C.Br[C:7]1[CH:12]=[CH:11][C:10]([CH3:13])=[C:9]([F:14])[CH:8]=1.CN(C)[CH:17]=[O:18].S(=O)(=O)(O)[O-].[K+]>C1(C)C=CC=CC=1.O1CCCC1>[F:14][C:9]1[CH:8]=[C:7]([CH:12]=[CH:11][C:10]=1[CH3:13])[CH:17]=[O:18] |f:3.4|. Procedure: tert-Butyllithium (31 ml of a 1.7 M solution in toluene, 52 mmol) was added slowly over 30 minutes to a cold (−70° C.), stirred solution of 4-bromo-2-fluorotoluene (5 g, 26 mmol) in tetrahydrofuran (25 ml). After addition was complete, the mixture was stirred for 15 minutes and a solution of dimethylformamide (2 g, 28 mmol) in tetrahydrofuran (10 ml) was then added over 10 minutes. After addition was complete, the reaction solution was warmed to room temperature over 30 minutes. The reaction was... Reactants: C(C)OC([C@H](CC1=CC(=C(C=C1)O)Cl)OCC)=O ((S)-2-ethoxy-3-(3-chloro-4-hydroxy-phenyl)-propionic acid ethyl ester), C(C1=CC=CC=C1)(=O)C1=CC=C(OCCCOC2=CC=C(C=C2)C[C@@H](C(=O)O)OCC)C=C1 ((2S)-3-{4-[3-(4-Benzoyl-phenoxy)-propoxy]-phenyl}-2-ethoxy-propionic acid). Product: C(C)OC([C@H](CC1=CC(=C(C=C1)OCCCOC1=CC=C(C=C1)C(C1=CC=CC=C1)=O)Cl)OCC)=O ((2S)-3-{4-[3-(4-benzoyl-phenoxy)-propoxy]-3-chloro-phenyl}-2-ethoxy-propionic acid ethyl ester). As a reaction SMILES: [CH2:1]([O:3][C:4](=[O:18])[C@@H:5]([O:15][CH2:16][CH3:17])[CH2:6][C:7]1[CH:12]=[CH:11][C:10]([OH:13])=[C:9]([Cl:14])[CH:8]=1)[CH3:2].[C:19]([C:27]1[CH:51]=[CH:50][C:30]([O:31][CH2:32][CH2:33][CH2:34]OC2C=CC(C[C@H](OCC)C(O)=O)=CC=2)=[CH:29][CH:28]=1)(=[O:26])[C:20]1[CH:25]=[CH:24][CH:23]=[CH:22][CH:21]=1>>[CH2:1]([O:3][C:4](=[O:18])[C@@H:5]([O:15][CH2:16][CH3:17])[CH2:6][C:7]1[CH:12]=[CH:11][C:10]([O:13][CH2:34][CH2:33][CH2:32][O:31][C:30]2[CH:50]=[CH:51][C:27]([C:19](=[O:26])[C:20]3[CH:25]=[CH:24][CH:23]=[CH:22][CH:21]=3)=[CH:28][CH:29]=2)=[C:9]([Cl:14])[CH:8]=1)[CH3:2]. Reported procedure: The title compound was prepared from (S)-2-ethoxy-3-(3-chloro-4-hydroxy-phenyl)-propionic acid ethyl ester and [4-(3-bromo-propoxy)-phenyl]-phenyl-methanone (Example 256) using the Standard Procedure I. The product was purified by column chromatography on silica gel using a 4/1 Hexane/Ethyl acetate mixture as eluent to give the title product. MS(ES) for C29H31ClO6 [M+H]+: 511.1 Reactants: [BH4-], CCOCNc1ccc(C(=O)NCc2ccc(Oc3cccc(C)c3)s2)cn1, CCOC(C)=O, CS(C)=O, [Na+], O. Yields the product CNc1ccc(C(=O)NCc2ccc(Oc3cccc(C)c3)s2)cn1. Reaction SMILES: [BH4-:29].[CH2:1]([O:2][CH2:4][NH:5][c:6]1[n:7][cH:8][c:9]([C:10](=[O:11])[NH:12][CH2:13][c:14]2[s:15][c:16]([O:19][c:20]3[cH:21][c:22]([CH3:26])[cH:23][cH:24][cH:25]3)[cH:17][cH:18]2)[cH:27][cH:28]1)[CH3:3].[CH3:32][CH2:33][O:34][C:35](=[O:36])[CH3:37].[CH3:38][S:39]([CH3:40])=[O:41].[Na+:30].[OH2:31]>>[CH3:4][NH:5][c:6]1[n:7][cH:8][c:9]([C:10](=[O:11])[NH:12][CH2:13][c:14]2[s:15][c:16]([O:19][c:20]3[cH:21][c:22]([CH3:26])[cH:23][cH:24][cH:25]3)[cH:17][cH:18]2)[cH:27][cH:28]1. As a reaction SMILES: [C:1]([O:2][C:3](=[O:4])[N:8]1[CH:9]([C:15]([NH:16][c:17]2[c:18]([F:30])[cH:19][c:20]([N:23]3[C:24](=[O:29])[CH2:25][CH2:26][CH2:27][CH2:28]3)[cH:21][cH:22]2)=[O:31])[CH2:10][CH:11]([O:13][CH3:14])[CH2:12]1)([CH3:5])([CH3:6])[CH3:7].[Cl:39][CH2:40][Cl:41].[F:32][C:33]([F:34])([F:35])[C:36]([OH:37])=[O:38]>>[NH:8]1[CH:9]([C:15]([NH:16][c:17]2[c:18]([F:30])[cH:19][c:20]([N:23]3[C:24](=[O:29])[CH2:25][CH2:26][CH2:27][CH2:28]3)[cH:21][cH:22]2)=[O:31])[CH2:10][CH:11]([O:13][CH3:14])[CH2:12]1. The product is COC1CNC(C(=O)Nc2ccc(N3CCCCC3=O)cc2F)C1. Reactants: COC1CC(C(=O)Nc2ccc(N3CCCCC3=O)cc2F)N(C(=O)OC(C)(C)C)C1, ClCCl, O=C(O)C(F)(F)F. Reactants: C#Cc1ccc(F)c(CCCC#N)c1, I[Cu]I, FC(F)Oc1ccc(I)cc1, CN(C)C=O. Yields the product N#CCCCc1cc(C#Cc2ccc(OC(F)F)cc2)ccc1F. RXN SMILES: [C:12](#[CH:13])[c:14]1[cH:15][cH:16][c:17]([F:25])[c:18]([CH2:20][CH2:21][CH2:22][C:23]#[N:24])[cH:19]1.[Cu:31]([I:32])[I:33].[F:1][CH:2]([O:3][c:4]1[cH:5][cH:6][c:7]([I:10])[cH:8][cH:9]1)[F:11].[O:26]=[CH:27][N:28]([CH3:29])[CH3:30]>>[F:1][CH:2]([O:3][c:4]1[cH:5][cH:6][c:7]([C:13]#[C:12][c:14]2[cH:15][cH:16][c:17]([F:25])[c:18]([CH2:20][CH2:21][CH2:22][C:23]#[N:24])[cH:19]2)[cH:8][cH:9]1)[F:11]. Reactants: CI (MeI), CI.CN(CCCN=C=NCC)C (N-(3-dimethylaminopropyl)-N′-ethylcarbodiimide methyliodide). Product: CCN=C=NCCCN(C)C (EDCI). Reaction SMILES: CI.CI.[CH3:5][N:6]([CH3:15])[CH2:7][CH2:8][CH2:9][N:10]=[C:11]=[N:12][CH2:13][CH3:14]>>[CH3:14][CH2:13][N:12]=[C:11]=[N:10][CH2:9][CH2:8][CH2:7][N:6]([CH3:15])[CH3:5] |f:1.2|. Reported procedure: MeI is N-(3-dimethylaminopropyl)-N′-ethylcarbodiimide methyliodide; The reactants are O=C(Br)CBr, O=C1C2CCCC2Nc2ccccc2N1CCc1ccccc1. Yields the product O=C1C2CCCC2N(C(=O)CBr)c2ccccc2N1CCc1ccccc1. As a reaction SMILES: [Br:24][CH2:25][C:26](=[O:27])[Br:28].[c:1]1([CH2:7][CH2:8][N:9]2[c:10]3[c:11]([cH:20][cH:21][cH:22][cH:23]3)[NH:12][CH:13]3[CH:14]([C:15]2=[O:16])[CH2:17][CH2:18][CH2:19]3)[cH:2][cH:3][cH:4][cH:5][cH:6]1>>[c:1]1([CH2:7][CH2:8][N:9]2[c:10]3[c:11]([cH:20][cH:21][cH:22][cH:23]3)[N:12]([C:26]([CH2:25][Br:24])=[O:27])[CH:13]3[CH:14]([C:15]2=[O:16])[CH2:17][CH2:18][CH2:19]3)[cH:2][cH:3][cH:4][cH:5][cH:6]1. The reactants are CC(c1ccc(N)cc1)S(C)(=O)=O, COc1ccc(CNc2nc3cc(N(C)c4ccnc(Cl)n4)ccc3n2C)cc1. The product is Cl, COc1ccc(CNc2nc3cc(N(C)c4ccnc(Nc5ccc(C(C)S(C)(=O)=O)cc5)n4)ccc3n2C)cc1. Reaction SMILES: [CH3:30][S:31](=[O:32])(=[O:33])[CH:34]([CH3:35])[c:36]1[cH:37][cH:38][c:39]([NH2:42])[cH:40][cH:41]1.[Cl:1][c:2]1[n:3][cH:4][cH:5][c:6]([N:8]([c:9]2[cH:10][c:11]3[c:12]([n:13]([CH3:26])[c:14]([NH:16][CH2:17][c:18]4[cH:19][cH:20][c:21]([O:24][CH3:25])[cH:22][cH:23]4)[n:15]3)[cH:27][cH:28]2)[CH3:29])[n:7]1>>[ClH:1].[c:2]1([NH:42][c:39]2[cH:38][cH:37][c:36]([CH:34]([S:31]([CH3:30])(=[O:32])=[O:33])[CH3:35])[cH:41][cH:40]2)[n:3][cH:4][cH:5][c:6]([N:8]([c:9]2[cH:10][c:11]3[c:12]([n:13]([CH3:26])[c:14]([NH:16][CH2:17][c:18]4[cH:19][cH:20][c:21]([O:24][CH3:25])[cH:22][cH:23]4)[n:15]3)[cH:27][cH:28]2)[CH3:29])[n:7]1.